Dataset: the Open Reaction Database (ORD), a public repository of structured organic reaction records. Task: describe an organic reaction: reactants, conditions, products, and yield Reactants: CCNCC, ClCCCCOc1ccccc1C=Cc1nc2ccccc2o1, Cl. The product is CCN(CC)CCCCOc1ccccc1C=Cc1nc2ccccc2o1. Reaction SMILES: [CH2:24]([CH3:25])[NH:26][CH2:27][CH3:28].[Cl:1][CH2:2][CH2:3][CH2:4][CH2:5][O:6][c:7]1[c:8]([CH:13]=[CH:14][c:15]2[o:16][c:17]3[c:18]([n:19]2)[cH:20][cH:21][cH:22][cH:23]3)[cH:9][cH:10][cH:11][cH:12]1.[ClH:29]>>[CH2:2]([CH2:3][CH2:4][CH2:5][O:6][c:7]1[c:8]([CH:13]=[CH:14][c:15]2[o:16][c:17]3[c:18]([n:19]2)[cH:20][cH:21][cH:22][cH:23]3)[cH:9][cH:10][cH:11][cH:12]1)[N:26]([CH2:24][CH3:25])[CH2:27][CH3:28]. The reactants are NC=1C=C2C(C(=CN(C2=NC1OC)CC)C(=O)OCC)=O (ethyl 6-amino-1-ethyl-1,4-dihydro-7-methoxy-4-oxo-1,8-naphthyridine-3-carboxylate), F[B-](F)(F)F.[H+] (tetrafluoroboric acid), N(=O)OCCC(C)C (isoamyl nitrite). Solvent: CCOCC (ether), C(C)O (ethanol). Reaction conditions: time 30 minute. Yields the product F[B-](F)(F)F.C(C)OC(=O)C1=CN(C2=NC(=C(C=C2C1=O)[N+]#N)OC)CC (3-ethoxycarbonyl-1-ethyl-1,4-dihydro-7-methoxy-4-oxo-1,8-naphthyridine-6-diazonium tetrafluoroborate). Reaction SMILES: [NH2:1][C:2]1[CH:3]=[C:4]2[C:9](=[N:10][C:11]=1[O:12][CH3:13])[N:8]([CH2:14][CH3:15])[CH:7]=[C:6]([C:16]([O:18][CH2:19][CH3:20])=[O:17])[C:5]2=[O:21].[F:22][B-:23]([F:26])([F:25])[F:24].[H+].[N:28](OCCC(C)C)=O>C(O)C.CCOCC>[F:22][B-:23]([F:26])([F:25])[F:24].[CH2:19]([O:18][C:16]([C:6]1[C:5](=[O:21])[C:4]2[C:9](=[N:10][C:11]([O:12][CH3:13])=[C:2]([N+:1]#[N:28])[CH:3]=2)[N:8]([CH2:14][CH3:15])[CH:7]=1)=[O:17])[CH3:20] |f:1.2,6.7|. Procedure: A solution of 12.0 g of ethyl 6-amino-1-ethyl-1,4-dihydro-7-methoxy-4-oxo-1,8-naphthyridine-3-carboxylate in 120 ml of ethanol and 60 ml of aqueous 42% tetrafluoroboric acid was cooled to 0° C. To the solution kept at 0°-3° C. was added 6.0 g of isoamyl nitrite. The mixture was stirred for 30 minutes at the same temperature, and then diluted with 600 ml of ether to give a precipitate which was collected and washed with ether to give 12.8 g of 3-ethoxycarbonyl-1-ethyl-1,4-dihydro-7-methoxy-4-oxo-... Reactants: compound [ 4-6 ], ClC1=C(CCl)C(=CC=C1)F (2-chloro-6-fluorobenzyl chloride), C(C1=CC=CC=C1)N1C=CC2=CC=C(C=C12)CC(=O)O (2-(1-benzyl-1H-indole-6-yl)acetic acid). Product: ClC1=C(CN2C=CC3=CC=C(C=C23)CC(=O)O)C(=CC=C1)F (2-[1-(2-chloro-6-fluorobenzyl)-1H-indole-6-yl]acetic acid), C(C1=CC=CC=C1)N1C=CC2=CC=C(C=C12)CC(=O)O (2-(1-benzyl-1H-indole-6-yl)acetic acid). RXN SMILES: [Cl:1][C:2]1[CH:9]=[CH:8][CH:7]=[C:6]([F:10])[C:3]=1[CH2:4]Cl.[CH2:11]([N:18]1[C:26]2[C:21](=[CH:22][CH:23]=[C:24]([CH2:27][C:28]([OH:30])=[O:29])[CH:25]=2)[CH:20]=[CH:19]1)[C:12]1[CH:17]=[CH:16][CH:15]=[CH:14][CH:13]=1>>[Cl:1][C:2]1[CH:9]=[CH:8][CH:7]=[C:6]([F:10])[C:3]=1[CH2:4][N:18]1[C:26]2[C:21](=[CH:22][CH:23]=[C:24]([CH2:27][C:28]([OH:30])=[O:29])[CH:25]=2)[CH:20]=[CH:19]1.[CH2:11]([N:18]1[C:26]2[C:21](=[CH:22][CH:23]=[C:24]([CH2:27][C:28]([OH:30])=[O:29])[CH:25]=2)[CH:20]=[CH:19]1)[C:12]1[CH:13]=[CH:14][CH:15]=[CH:16][CH:17]=1. Reported procedure: The titled compound (40 mg) as a white solid was prepared from the compound [4-6] obtained in the process (6) of Example 4 (100 mg) and 2-chloro-6-fluorobenzyl chloride according to the method of the process (7) of Example 4. Run in CCOC(=O)C (EtOAc). Reported procedure: In Paar autoclave, a solution of 4-(4-nitrophenyl)-1-(3,3,3-trifluoropropyl)-1,2,3,6-tetrahydropyridine (2.6 g; 8.66 mmol; 1.0 eq.) in EtOAc (52 mL) was hydrogenated at 25 bars O/N in presence of Pd/C (moistened, 10%, 0.26 g; 2.44 mmol; 0.28 eq.). Reaction mixture was filtered through a celite pad. Filtrate was then concentrated under reduced pressure to give the title compound as a brown oil (2.33 g, 99%). UPLC/MS: (MS+) 273.4. Starting materials: [N+](=O)([O-])C1=CC=C(C=C1)C=1CCN(CC1)CCC(F)(F)F (4-(4-nitrophenyl)-1-(3,3,3-trifluoropropyl)-1,2,3,6-tetrahydropyridine). Reagents/catalysts: [Pd] (Pd/C). RXN SMILES: [N+:1]([C:4]1[CH:9]=[CH:8][C:7]([C:10]2[CH2:11][CH2:12][N:13]([CH2:16][CH2:17][C:18]([F:21])([F:20])[F:19])[CH2:14][CH:15]=2)=[CH:6][CH:5]=1)([O-])=O>CCOC(C)=O.[Pd]>[F:21][C:18]([F:19])([F:20])[CH2:17][CH2:16][N:13]1[CH2:14][CH2:15][CH:10]([C:7]2[CH:6]=[CH:5][C:4]([NH2:1])=[CH:9][CH:8]=2)[CH2:11][CH2:12]1. Yields the product FC(CCN1CCC(CC1)C1=CC=C(N)C=C1)(F)F (4-[1-(3,3,3-trifluoropropyl)piperidin-4-yl]aniline). The yield is 98.8%. Reaction SMILES: [F:1][C:2]1[CH:7]=[CH:6][C:5]([O:8][CH3:9])=[CH:4][C:3]=1[C:10]1[CH:11]=[CH:12][C:13]([CH:21](O)[CH2:22][C:23]2[CH:28]=[CH:27][CH:26]=[C:25]([CH2:29][O:30][CH:31]3[CH2:36][CH2:35][CH2:34][CH2:33][O:32]3)[CH:24]=2)=[N:14][C:15]=1[CH2:16][C:17]([CH3:20])([CH3:19])[CH3:18].COCCN(S(F)(F)[F:48])CCOC.C(=O)([O-])O.[Na+]>C1(C)C=CC=CC=1>[F:48][CH:21]([C:13]1[N:14]=[C:15]([CH2:16][C:17]([CH3:20])([CH3:19])[CH3:18])[C:10]([C:3]2[CH:4]=[C:5]([O:8][CH3:9])[CH:6]=[CH:7][C:2]=2[F:1])=[CH:11][CH:12]=1)[CH2:22][C:23]1[CH:28]=[CH:27][CH:26]=[C:25]([CH2:29][O:30][CH:31]2[CH2:36][CH2:35][CH2:34][CH2:33][O:32]2)[CH:24]=1 |f:2.3|. The solvent is C1(=CC=CC=C1)C (toluene). Product: crude product, FC(CC1=CC(=CC=C1)COC1OCCCC1)C1=CC=C(C(=N1)CC(C)(C)C)C1=C(C=CC(=C1)OC)F (6-(1-fluoro-2-(3-(((tetrahydro-2H-pyran-2-yl)oxy)methyl)phenyl)ethyl)-3-(2-fluoro-5-methoxyphenyl)-2-neopentylpyridine). Procedure: To a solution of 1-(5-(2-fluoro-5-methoxyphenyl)-6-neopentylpyridin-2-yl)-2-(3-(((tetrahydro-2H-pyran-2-yl)oxy)methyl)phenyl)ethanol (312.5 mg) in toluene (5.0 mL) was added bis(2-methoxyethyl)aminosulfur trifluoride (170 μL) at 0° C., and the mixture was stirred at 0° C. for 5 min. To the reaction mixture was added saturated aqueous sodium hydrogen carbonate solution at room temperature, and the mixture was extracted with ethyl acetate. The extract was washed with water and saturated brine, and... Reaction conditions: temperature 0 celsius, time 5 minute. Reactants: FC1=C(C=C(C=C1)OC)C=1C=CC(=NC1CC(C)(C)C)C(CC1=CC(=CC=C1)COC1OCCCC1)O (1-(5-(2-fluoro-5-methoxyphenyl)-6-neopentylpyridin-2-yl)-2-(3-(((tetrahydro-2H-pyran-2-yl)oxy)methyl)phenyl)ethanol), COCCN(CCOC)S(F)(F)F (bis(2-methoxyethyl)aminosulfur trifluoride), C(O)([O-])=O.[Na+] (sodium hydrogen carbonate). Reactants: ClC1=NC(=NC(=C1C#N)NCC1CC1)NCCO (4-chloro-6-(cyclopropylmethyl-amino)-2-(2-hydroxy-ethylamino)-pyrimidine-5-carbonitrile), Cl.FC1=CC=C(C=C1)C=1CCNCC1 (4-(4-fluorophenyl)-1,2,3,6-tetrahydropyridine hydrochloride), C(C)N(C(C)C)C(C)C (N-ethyl-diisopropylamine). The solvent is O1CCOCC1 (dioxane). Yields the product C1(CC1)CNC1=NC(=NC(=C1C#N)N1CCC(=CC1)C1=CC=C(C=C1)F)NCCO (4-(cyclopropylmethyl-amino)-6-[4-(4-fluoro-phenyl)-3,6-dihydro-2H-pyridin-1-yl]-2-(2-hydroxy-ethylamino)-pyrimidine-5-carbonitrile). RXN SMILES: Cl[C:2]1[C:7]([C:8]#[N:9])=[C:6]([NH:10][CH2:11][CH:12]2[CH2:14][CH2:13]2)[N:5]=[C:4]([NH:15][CH2:16][CH2:17][OH:18])[N:3]=1.Cl.[F:20][C:21]1[CH:26]=[CH:25][C:24]([C:27]2[CH2:28][CH2:29][NH:30][CH2:31][CH:32]=2)=[CH:23][CH:22]=1.C(N(C(C)C)C(C)C)C>O1CCOCC1>[CH:12]1([CH2:11][NH:10][C:6]2[C:7]([C:8]#[N:9])=[C:2]([N:30]3[CH2:29][CH:28]=[C:27]([C:24]4[CH:25]=[CH:26][C:21]([F:20])=[CH:22][CH:23]=4)[CH2:32][CH2:31]3)[N:3]=[C:4]([NH:15][CH2:16][CH2:17][OH:18])[N:5]=2)[CH2:14][CH2:13]1 |f:1.2|. Reported procedure: In analogy to the procedure described in example 20b, 4-chloro-6-(cyclopropylmethyl-amino)-2-(2-hydroxy-ethylamino)-pyrimidine-5-carbonitrile (example 41b) was treated with 4-(4-fluorophenyl)-1,2,3,6-tetrahydropyridine hydrochloride in dioxane in the presence of N-ethyl-diisopropylamine at 90° C. to yield 4-(cyclopropylmethyl-amino)-6-[4-(4-fluoro-phenyl)-3,6-dihydro-2H-pyridin-1-yl]-2-(2-hydroxy-ethylamino)-pyrimidine-5-carbonitrile as an amorphous, white solid; MS: [M+H]+=409. As a reaction SMILES: [F:1][C:2]1[CH:7]=[CH:6][C:5]([CH:8]([OH:15])[C:9]#[C:10][C:11]([O:13][CH3:14])=[O:12])=[CH:4][CH:3]=1>C(Cl)Cl.[O-2].[O-2].[Mn+4]>[F:1][C:2]1[CH:3]=[CH:4][C:5]([C:8]([C:9]#[C:10][C:11]([O:13][CH3:14])=[O:12])=[O:15])=[CH:6][CH:7]=1 |f:2.3.4|. Reaction conditions: time 30 minute. Reagents/catalysts: [O-2].[O-2].[Mn+4] (manganese dioxide). Reported procedure: A solution of 7.5 g (36 mmol) of methyl 4-(4-fluorophenyl)-4-hydroxy-2-butynoate in 100 ml of methylene chloride was added dropwise at 0° to a suspension of 89.3 g (1.03 mol) of manganese dioxide in 150 ml of methylene chloride. The reaction mixture was stirred at 0° for 30 minutes filtered over magnesium sulphate and concentrated. Crystallization of the residue from ether/hexane yielded methyl 3-(4-fluorobenzoyl)propiolate of melting point 62°-63°. Starting materials: FC1=CC=C(C=C1)C(C#CC(=O)OC)O (methyl 4-(4-fluorophenyl)-4-hydroxy-2-butynoate). Run in C(Cl)Cl (methylene chloride), C(Cl)Cl (methylene chloride). Yields the product FC1=CC=C(C(=O)C#CC(=O)OC)C=C1 (methyl 3-(4-fluorobenzoyl)propiolate).